From a dataset of the Open Reaction Database (ORD), a public repository of structured organic reaction records. describe an organic reaction: reactants, conditions, products, and yield Starting materials: C1CCOC1, Cc1c(Oc2ccnc(N)c2)ccc([N+](=O)[O-])c1C, COCC(=O)Cl, CO, CCN(C(C)C)C(C)C, N. Yields the product COCC(=O)Nc1cc(Oc2ccc([N+](=O)[O-])c(C)c2C)ccn1. As a reaction SMILES: [CH2:36]1[O:37][CH2:38][CH2:39][CH2:40]1.[CH3:1][c:2]1[c:3]([O:4][c:5]2[cH:6][c:7]([NH2:11])[n:8][cH:9][cH:10]2)[cH:12][cH:13][c:14]([N+:17](=[O:18])[O-:19])[c:15]1[CH3:16].[CH3:29][O:30][CH2:31][C:32](=[O:33])[Cl:34].[CH3:41][OH:42].[CH:20]([N:21]([CH2:22][CH3:23])[CH:24]([CH3:25])[CH3:26])([CH3:27])[CH3:28].[NH3:35]>>[CH3:1][c:2]1[c:3]([O:4][c:5]2[cH:6][c:7]([NH:11][C:32]([CH2:31][O:30][CH3:29])=[O:33])[n:8][cH:9][cH:10]2)[cH:12][cH:13][c:14]([N+:17](=[O:18])[O-:19])[c:15]1[CH3:16].